This data is from the Open Reaction Database (ORD), a public repository of structured organic reaction records. The task is: describe an organic reaction: reactants, conditions, products, and yield Reactants: resultant mixture, C1(CC1)C1=C([O-])C(=CC=C1)C.[Na+] (sodium 2-cyclopropyl-6-methylphenoxide), C1(CCCCC1)=O (cyclohexanone), C1(CC1)C1=C(C(=CC=C1)C)O (2-cyclopropyl-6-methylphenol), OC1=C(N=NC(=C1)Cl)Cl (4-hydroxy-3,6-dichloropyridazine). The solvent is C1(=CC=CC=C1)C (toluene), O (water). Run at time 30 minute. Product: ClC1=CC(=C(N=N1)OC1=C(C=CC=C1C)C1CC1)O (6-chloro-3-(2-cyclopropyl-6-methylphenoxy)-4-pyridazinol). The yield is 60.1%. RXN SMILES: [CH:1]1([C:4]2[CH:10]=[CH:9][CH:8]=[C:7]([CH3:11])[C:5]=2[O-:6])[CH2:3][CH2:2]1.[Na+].C1(=O)CCCCC1.[OH:20][C:21]1[CH:26]=[C:25]([Cl:27])[N:24]=[N:23][C:22]=1Cl.C1(C2C=CC=C(C)C=2O)CC1>C1(C)C=CC=CC=1.O>[Cl:27][C:25]1[N:24]=[N:23][C:22]([O:6][C:5]2[C:7]([CH3:11])=[CH:8][CH:9]=[CH:10][C:4]=2[CH:1]2[CH2:3][CH2:2]2)=[C:21]([OH:20])[CH:26]=1 |f:0.1|. Procedure details: To a mixture of 27.4 g (purity: 92.9%; 149 mmol) of sodium 2-cyclopropyl-6-methylphenoxide and 12.5 g of cyclohexanone was added 2.5 g (purity: 98.5%; 14.9 mmol) of 4-hydroxy-3,6-dichloropyridazine at room temperature. Then, the resultant mixture was heated from room temperature to 140° C. to effect a reaction for 7 hours. After completion of the reaction, the reaction mixture was cooled to room temperature, and 120 g of pure water and 100 g of toluene were added to the cooled mixture, and stirr... Starting materials: C(C)(C)OC1=CC=C(C=C1)N1CN(CN(C1)C1=CC=C(C=C1)OC(C)C)C1=CC=C(C=C1)OC(C)C (1,3,5-tris(p-isopropoxyphenyl)-hexahydro-s-triazine), [OH-].[Na+] (sodium hydroxide), ClC(=O)OC(Cl)(Cl)Cl (trichloromethyl chloroformate), C(C)(C)NC(=S)NC(C)C (1,3-diisopropylthiourea). The product is C(C)(C)N=C1SCN(C(N1C(C)C)=O)C1=CC=C(C=C1)OC(C)C (2-isopropylimino-3-isopropyl-5-(p-isopropoxyphenyl)-tetrahydro-1,3,5-thiadiazin-4-one). Yield: 66.8%. Reaction SMILES: [CH:1]([O:4][C:5]1[CH:10]=[CH:9][C:8]([N:11]2[CH2:16]N(C3C=CC(OC(C)C)=CC=3)CN(C3C=CC(OC(C)C)=CC=3)[CH2:12]2)=[CH:7][CH:6]=1)([CH3:3])[CH3:2].ClC(OC(Cl)(Cl)Cl)=[O:39].[CH:45]([NH:48][C:49]([NH:51][CH:52]([CH3:54])[CH3:53])=[S:50])([CH3:47])[CH3:46].[OH-].[Na+]>>[CH:45]([N:48]=[C:49]1[N:51]([CH:52]([CH3:54])[CH3:53])[C:16](=[O:39])[N:11]([C:8]2[CH:7]=[CH:6][C:5]([O:4][CH:1]([CH3:2])[CH3:3])=[CH:10][CH:9]=2)[CH2:12][S:50]1)([CH3:47])[CH3:46] |f:3.4|. Procedure: In a similar manner, 2.8 g (0.006 mole) of 1,3,5-tris(p-isopropoxyphenyl)-hexahydro-s-triazine, 1.8 g (0.009 mole) of trichloromethyl chloroformate, 2.6 g (0.016 mole) of 1,3-diisopropylthiourea, and 15 g of a 10% aqueous sodium hydroxide solution were used to obtain 1.4 g (24% yield) of 2-isopropylimino-3-isopropyl-5-(p-isopropoxyphenyl)-tetrahydro-1,3,5-thiadiazin-4-one (compound No. 372) of the formula, ##STR172## as white crystals melting at 60°-61° C. Starting materials: C(C)(C)(C)OC(=O)N[C@@H](CC1CCCCC1)[C@@H]1C[C@H](C(O1)=O)C(C)(C)O ((3S, 5S)-5-[(1S)-1-(N-t-butoxycarbonylamino)-2-cyclohexylethyl]-3-(1-hydroxy-1-methylethyl)dihydrofuran-2(3H)-one), CN (methylamine). Solvent: CO (methanol). Conditions: time 8 hour. Product: C(C)(C)(C)OC(=O)N[C@H]([C@H](C[C@H](C(=O)NC)C(C)(C)O)O)CC1CCCCC1 ((2S, 4S, 5S)-5-(t-Butoxycarbonylamino)-6-cyclohexyl-4-hydroxy-2-(1-hydroxy-1-methylethyl)-N-methylhexanamide). The yield is 95.0%. RXN SMILES: [C:1]([O:5][C:6]([NH:8][C@H:9]([C@H:17]1[O:21][C:20](=[O:22])[C@H:19]([C:23]([OH:26])([CH3:25])[CH3:24])[CH2:18]1)[CH2:10][CH:11]1[CH2:16][CH2:15][CH2:14][CH2:13][CH2:12]1)=[O:7])([CH3:4])([CH3:3])[CH3:2].[CH3:27][NH2:28]>CO>[C:1]([O:5][C:6]([NH:8][C@@H:9]([CH2:10][CH:11]1[CH2:16][CH2:15][CH2:14][CH2:13][CH2:12]1)[C@@H:17]([OH:21])[CH2:18][C@@H:19]([C:23]([OH:26])([CH3:25])[CH3:24])[C:20]([NH:28][CH3:27])=[O:22])=[O:7])([CH3:4])([CH3:3])[CH3:2]. Reported procedure: A solution of 1.93 g (5.22 mmoles) of (3S, 5S)-5-[(1S)-1-(N-t-butoxycarbonylamino)-2-cyclohexylethyl]-3-(1-hydroxy-1-methylethyl)dihydrofuran-2(3H)-one (prepared as described in Preparation 6) in 50 ml of methanol was saturated with gaseous methylamine by passing the gas through the solution whilst ice-cooling, and then the flask containing the reaction mixture was stoppered tightly and allowed to stand at room temperature overnight. The reaction mixture was then concentrated by evaporation unde... Starting materials: N1=CC(=CC=C1)CNCCN (N-pyrid-3-ylmethylethylenediamine), dimethyl-N-cyanothioiminocarbonate, CN(C)C1=NC=CC=C1 (dimethylaminopyridine). Solvent: C(C)#N (acetonitrile). Product: N1=CC(=CC=C1)CN1C(NCC1)=NC#N (1-(pyrid-3-ylmethyl)-2-cyanoiminoimidazolidine). Reaction SMILES: [N:1]1[CH:6]=[CH:5][CH:4]=[C:3]([CH2:7][NH:8][CH2:9][CH2:10][NH2:11])[CH:2]=1.[CH3:12][N:13]([C:15]1C=CC=C[N:16]=1)C>C(#N)C>[N:1]1[CH:6]=[CH:5][CH:4]=[C:3]([CH2:7][N:8]2[CH2:9][CH2:10][NH:11][C:12]2=[N:13][C:15]#[N:16])[CH:2]=1. Procedure: 7.56 g of N-pyrid-3-ylmethylethylenediamine, 7.31 g of dimethyl-N-cyanothioiminocarbonate and 20 mg of dimethylaminopyridine in 50 ml of acetonitrile are heated at reflux for 3 hours. The product crystallises out when the mixture has cooled. The resulting crystals are filtered off and washed with ether, yielding the title compound of formula ##STR6## having a melting point of 126.5°-128.5° C. (compound No. 1). Procedure: 8.9g (0.10 mol) of β-alanine was dissolved in 100 ml of water. To the solution was added 20 ml of triethylamine and then was added dropwise 22.2g (0.13 mol) of 2-bromopropionylchloride over one hour while stirring and ice-cooling. The mixture was stirred for a further 2 hours. To the mixture was added the filtrate which had been prepared by neutralizing 19.5g (0.14 mol) of thiobenzoic acid with an aqueous KOH and filtering the solution, followed by stirring overnight. Crystals precipitated were ... Starting materials: BrC(C(=O)Cl)C (2-bromopropionylchloride), NCCC(=O)O (β-alanine), C(C1=CC=CC=C1)(=S)O (thiobenzoic acid), [OH-].[K+] (KOH). Yields the product C(C1=CC=CC=C1)(=O)SC(C(=O)NCCC(=O)O)C (2-benzoylmercaptopropionyl-β-alanine). Solvent: O (water), C(C)N(CC)CC (triethylamine). Reaction SMILES: [NH2:1][CH2:2][CH2:3][C:4]([OH:6])=[O:5].Br[CH:8]([CH3:12])[C:9](Cl)=[O:10].[C:13]([OH:21])(=[S:20])[C:14]1[CH:19]=[CH:18][CH:17]=[CH:16][CH:15]=1.[OH-].[K+]>O.C(N(CC)CC)C>[C:13]([S:20][CH:8]([CH3:12])[C:9]([NH:1][CH2:2][CH2:3][C:4]([OH:6])=[O:5])=[O:10])(=[O:21])[C:14]1[CH:19]=[CH:18][CH:17]=[CH:16][CH:15]=1 |f:3.4|. The reactants are C12C(CCCCC1)O2 (cycloheptene oxide), NC1=CC=CC=C1 (aniline). The product is OC1C(CCCCC1)NC1=CC=CC=C1 (N-(2-hydroxycycloheptyl)-aniline). Procedure details: Reaction of the cycloheptene oxide IIIa with an aniline under conditions well known in the art gives the N-(2-hydroxycycloheptyl)-aniline IX which, when reacted with chlorosulfonic acid in a non-polar organic solvent, e.g., methylene chloride, at 20°-30° C., followed by heating with a selected C1 to C3 -monoalkylamine (aqueous) or ammonium hydroxide (aqueous) at 100°-150° C. for 40-55 hours at elevated pressure (2-10 atm.), gives the diamine VI. Reaction of diamine VI with 2,2,2-trichloroethyl c... As a reaction SMILES: [CH:1]12[O:8][CH:2]1[CH2:3][CH2:4][CH2:5][CH2:6][CH2:7]2.[NH2:9][C:10]1[CH:15]=[CH:14][CH:13]=[CH:12][CH:11]=1>>[OH:8][CH:1]1[CH2:7][CH2:6][CH2:5][CH2:4][CH2:3][CH:2]1[NH:9][C:10]1[CH:15]=[CH:14][CH:13]=[CH:12][CH:11]=1. The reactants are O.NN (hydrazine hydrate), ClC1=CC(=NC=N1)N1CCOCCC1 (4-(6-chloropyrimidin-4-yl)-1,4-oxazepane). Solvent: C(C)O (ethanol). Conditions: temperature 80 celsius, time 16 hour. Product: N(N)C1=CC(=NC=N1)N1CCOCCC1 (4-(6-Hydrazinylpyrimidin-4-yl)-1,4-oxazepane). Reaction SMILES: O.[NH2:2][NH2:3].Cl[C:5]1[N:10]=[CH:9][N:8]=[C:7]([N:11]2[CH2:17][CH2:16][CH2:15][O:14][CH2:13][CH2:12]2)[CH:6]=1>C(O)C>[NH:2]([C:5]1[N:10]=[CH:9][N:8]=[C:7]([N:11]2[CH2:17][CH2:16][CH2:15][O:14][CH2:13][CH2:12]2)[CH:6]=1)[NH2:3] |f:0.1|. Procedure details: At RT, 8.8 ml (9.0 g, 180.2 mmol) of hydrazine hydrate are added dropwise with stirring to a solution of 3.9 g (18.0 mmol) of 4-(6-chloropyrimidin-4-yl)-1,4-oxazepane in 25 ml of ethanol. After 16 h of stirring at 80° C., the reaction solution is concentrated under reduced pressure. The residue is triturated with cold ethanol, the precipitated solid is filtered off and the filter residue is washed with 25 ml of diethyl ether. The product is dried under reduced pressure. Yield: 1.4 g (36% of theo... Reactants: BrCC(=O)OC(C)(C)C (tert-butyl bromoacetate), COC(CN1CCN(CCC1=O)C(\C=C\C1=CC(=C(C=C1)Cl)Cl)=O)=O ({4-[(E)-3-(3,4-dichloro-phenyl)-acryloyl]-7-oxo-[1,4]diazepan-1-yl}-acetic acid methyl ester), lithium hexamethyldisilylazide, OS(=O)(=O)[O-].[K+] (KHSO4). Run in C1CCOC1 (THF), C1CCOC1 (THF), C1CCOC1 (THF). Conditions: temperature -78 celsius, time 30 minute. Product: COC(C(CC(=O)OC(C)(C)C)N1CCN(CCC1=O)C(\C=C\C1=CC(=C(C=C1)Cl)Cl)=O)=O (2-{4-[(E)-3-(3,4-Dichloro-phenyl)-acryloyl]-7-oxo-[1,4]diazepan-1-yl}-succinic acid 4-tert-butyl ester 1-methyl ester). Yield: 18.0%. Reaction SMILES: [CH3:1][O:2][C:3](=[O:25])[CH2:4][N:5]1[C:11](=[O:12])[CH2:10][CH2:9][N:8]([C:13](=[O:24])/[CH:14]=[CH:15]/[C:16]2[CH:21]=[CH:20][C:19]([Cl:22])=[C:18]([Cl:23])[CH:17]=2)[CH2:7][CH2:6]1.Br[CH2:27][C:28]([O:30][C:31]([CH3:34])([CH3:33])[CH3:32])=[O:29].OS([O-])(=O)=O.[K+]>C1COCC1>[CH3:1][O:2][C:3](=[O:25])[CH:4]([N:5]1[C:11](=[O:12])[CH2:10][CH2:9][N:8]([C:13](=[O:24])/[CH:14]=[CH:15]/[C:16]2[CH:21]=[CH:20][C:19]([Cl:22])=[C:18]([Cl:23])[CH:17]=2)[CH2:7][CH2:6]1)[CH2:27][C:28]([O:30][C:31]([CH3:34])([CH3:33])[CH3:32])=[O:29] |f:2.3|. Reported procedure: A solution of 0.50 g (1.30 mmol) of {4-[(E)-3-(3,4-dichloro-phenyl)-acryloyl]-7-oxo-[1,4]diazepan-1-yl}-acetic acid methyl ester in 25 ml of THF was treated slowly at −78° C. with 1.48 ml (1.48 mmol) of lithium hexamethyldisilylazide 1M in THF. After 30 min at −78° C., a solution of 0.67 ml (4.54 mmol) of tert-butyl bromoacetate in 2.5 ml of THF was added dropwise. The solution was stirred at −78° C. for 5 h, poured on cooled aqueous 10% KHSO4 solution and extracted with Et2O (3×). The organic p...